Dataset: the Open Reaction Database (ORD), a public repository of structured organic reaction records. Task: describe an organic reaction: reactants, conditions, products, and yield Starting materials: [NH2-].[Na+] (sodium amide), CC1CC=CCC1CO ((6-Methyl-cyclohex-3-enyl)-methanol), BrCC1CC1 (Bromomethyl-cyclopropane). Run in O1CCCC1 (tetrahydrofuran). Run at temperature 65 celsius. The product is C1(CC1)COCC1CC=CCC1C (4-cyclopropylmethoxymethyl-5-methyl-cyclohexene). RXN SMILES: [NH2-].[Na+].[CH3:3][CH:4]1[CH:9]([CH2:10][OH:11])[CH2:8][CH:7]=[CH:6][CH2:5]1.Br[CH2:13][CH:14]1[CH2:16][CH2:15]1>O1CCCC1>[CH:14]1([CH2:13][O:11][CH2:10][CH:9]2[CH:4]([CH3:3])[CH2:5][CH:6]=[CH:7][CH2:8]2)[CH2:16][CH2:15]1 |f:0.1|. Reported procedure: A reaction flask was charged with tetrahydrofuran (THF, 500 mL) and sodium amide (NaNH2, 100 g, 2.6 mol) and heated to reflux (˜65° C.). (6-Methyl-cyclohex-3-enyl)-methanol (300 g, 2.3 mol) was fed in. The reaction mixture was aged for a half-hour. Bromomethyl-cyclopropane (526 g, 3.9 mol) was then fed for over 2 hours at the reflux temperature. The reaction was monitored by gas chromatography. A sample the reaction mixture was quenched in isopropyl alcohol, water, and toluene. After the feed of... The reactants are Cc1ccccc1, CC(=O)C(C)Nc1c(C)cccc1C, O=C(Cl)CCl. Product: CC(=O)C(C)N(C(=O)CCl)c1c(C)cccc1C. Reaction SMILES: [CH3:20][c:21]1[cH:22][cH:23][cH:24][cH:25][cH:26]1.[CH3:6][c:7]1[c:8]([NH:14][CH:15]([C:16]([CH3:17])=[O:18])[CH3:19])[c:9]([CH3:13])[cH:10][cH:11][cH:12]1.[Cl:1][CH2:2][C:3](=[O:4])[Cl:5]>>[Cl:1][CH2:2][C:3](=[O:4])[N:14]([c:8]1[c:7]([CH3:6])[cH:12][cH:11][cH:10][c:9]1[CH3:13])[CH:15]([C:16]([CH3:17])=[O:18])[CH3:19]. The reactants are [N+](=O)([O-])C1=CC=C(C=C1)O (4-nitrophenol), CCCCCC.C(C)(=O)OCC (hexane ethyl acetate), O (water), CCN(C(C)C)C(C)C (DIPEA), C(Cl)Cl (DCM). Reaction conditions: temperature 0 celsius, time 30 minute. Product: COCCOCOC1=CC=C(C=C1)[N+](=O)[O-] (1-[(2-methoxyethoxy)methoxy]-4-nitrobenzene). Reaction SMILES: [N+:1]([C:4]1[CH:9]=[CH:8][C:7]([OH:10])=[CH:6][CH:5]=1)([O-:3])=[O:2].[CH3:11]CN(C(C)C)C(C)C.C(Cl)Cl.CCCCCC.[C:29]([O:32][CH2:33]C)(=O)[CH3:30].[OH2:35]>>[CH3:11][O:35][CH2:30][CH2:29][O:32][CH2:33][O:10][C:7]1[CH:8]=[CH:9][C:4]([N+:1]([O-:3])=[O:2])=[CH:5][CH:6]=1 |f:3.4|. Procedure details: In a 50 mL, 3-neck RBF equipped with a magnetic stirrer, reflux condenser, calcium chloride guard tube and thermometer pocket were sequentially charged 4-nitrophenol (1.50 g), DIPEA (2.90 mL) and DCM (25 mL). MEM-C1 (2.016 g) was added drop wise to the reaction at 0° C. The reaction mixture was stirred at 0° C. for 30 minutes and then allowed to stir at room temperature for 4 hours. The reaction was monitored on TLC using hexane:ethyl acetate (8:2) as mobile phase. After completion, the reaction... Reactants: CC#N, O=C(O)c1cc2cc(Cl)ccc2[nH]1, [F-], c1ccncc1. Product: O=C(F)c1cc2cc(Cl)ccc2[nH]1. RXN SMILES: [CH3:21][C:22]#[N:23].[Cl:1][c:2]1[cH:3][c:4]2[cH:5][c:6]([C:11](=[O:12])[OH:13])[nH:7][c:8]2[cH:9][cH:10]1.[F-:20].[cH:14]1[cH:15][cH:16][n:17][cH:18][cH:19]1>>[Cl:1][c:2]1[cH:3][c:4]2[cH:5][c:6]([C:11](=[O:13])[F:20])[nH:7][c:8]2[cH:9][cH:10]1.